Dataset: the Open Reaction Database (ORD), a public repository of structured organic reaction records. Task: describe an organic reaction: reactants, conditions, products, and yield Reactants: C(#N)C1=CC2=CC[C@H]3[C@@H]4CC[C@@H]([C@@]4(C)CC[C@@H]3[C@]2(CC1)C)C(SC1=NC=CC=C1)=O (S-2-pyridyl 3-cyanoandrosta-3,5-diene-17β-thiocarboxylate), CC1=CC=C(C=C1)C(C)(C)N (1-(4-methylphenyl)-1-methylethylamine). The product is CC1=CC=C(C=C1)C(C)(C)NC(=O)[C@@H]1[C@]2(C)[C@@H](CC1)[C@@H]1CC=C3C=C(CC[C@]3(C)[C@H]1CC2)C#N (N-[1-(4-Methylphenyl)-1-methylethyl]-3-cyanoandrosta-3,5-diene-17β-carboxamide). Yield: 88.0%. Reaction SMILES: [C:1]([C:3]1[CH2:20][CH2:19][C@@:18]2([CH3:21])[C:5](=[CH:6][CH2:7][C@@H:8]3[C@@H:17]2[CH2:16][CH2:15][C@@:13]2([CH3:14])[C@H:9]3[CH2:10][CH2:11][C@@H:12]2[C:22](=[O:30])SC2C=CC=CN=2)[CH:4]=1)#[N:2].[CH3:31][C:32]1[CH:37]=[CH:36][C:35]([C:38]([NH2:41])([CH3:40])[CH3:39])=[CH:34][CH:33]=1>>[CH3:31][C:32]1[CH:37]=[CH:36][C:35]([C:38]([NH:41][C:22]([C@H:12]2[CH2:11][CH2:10][C@H:9]3[C@H:8]4[C@H:17]([CH2:16][CH2:15][C@:13]23[CH3:14])[C@:18]2([CH3:21])[C:5]([CH:4]=[C:3]([C:1]#[N:2])[CH2:20][CH2:19]2)=[CH:6][CH2:7]4)=[O:30])([CH3:39])[CH3:40])=[CH:34][CH:33]=1. Reported procedure: Following a procedure similar to that described in Example 3(b), but using S-2-pyridyl 3-cyanoandrosta-3,5-diene-17β-thiocarboxylate [prepared as described in Example 3(a)] and 1-(4-methylphenyl)-1-methylethylamine (prepared as described in Preparation 10h) as starting materials, in relative proportions similar to those used in that Example, the title compound was obtained in a yield of 88%.